This data is from the Open Reaction Database (ORD), a public repository of structured organic reaction records. The task is: describe an organic reaction: reactants, conditions, products, and yield Reactants: COc1ccccc1I, Sc1ccccc1. Yields the product COc1ccccc1Sc1ccccc1. RXN SMILES: [I:1][c:2]1[c:3]([O:8][CH3:9])[cH:4][cH:5][cH:6][cH:7]1.[SH:10][c:11]1[cH:12][cH:13][cH:14][cH:15][cH:16]1>>[c:2]1([S:10][c:11]2[cH:12][cH:13][cH:14][cH:15][cH:16]2)[c:3]([O:8][CH3:9])[cH:4][cH:5][cH:6][cH:7]1. The reactants are CCC(C)=O, CCC(C)c1ccc2ccc3cccnc3c2n1, [I-], [I-], [Sm+2]. The product is CCC(C)c1ccc2ccc3ccc(C(C)(O)CC)nc3c2n1. Reaction SMILES: [CH3:22][C:23]([CH2:24][CH3:25])=[O:26].[CH3:4][CH:5]([CH2:6][CH3:7])[c:8]1[n:9][c:10]2[c:11]3[n:12][cH:13][cH:14][cH:15][c:16]3[cH:17][cH:18][c:19]2[cH:20][cH:21]1.[I-:1].[I-:2].[Sm+2:3]>>[CH3:4][CH:5]([CH2:6][CH3:7])[c:8]1[n:9][c:10]2[c:11]3[n:12][c:13]([C:23]([CH3:22])([CH2:24][CH3:25])[OH:26])[cH:14][cH:15][c:16]3[cH:17][cH:18][c:19]2[cH:20][cH:21]1. Reactants: C1(=CC=CC=C1)S(=O)(=O)N1C(N(C(C1)C(=O)O)C1CCCCC1)=O ((RS)-1-benzenesulfonyl-3-cyclohexyl-2-oxo-imidazolidine-4-carboxylic acid), acid chloride, C[C@H]1CN(CCN1)C1=NC=CC=C1C(F)(F)F ((S)-3-methyl-1-(3-trifluoromethyl-pyridin-2-yl)-piperazine). The product is C1(=CC=CC=C1)S(=O)(=O)N1C(N(C(C1)C(=O)N1[C@H](CN(CC1)C1=NC=CC=C1C(F)(F)F)C)C1CCCCC1)=O (1-Benzenesulfonyl-3-cyclohexyl-4-[(S)-2-methyl-4-(3-trifluoromethyl-pyridin-2-yl)-piperazine-1-carbonyl]-imidazolidin-2-one). As a reaction SMILES: [C:1]1([S:7]([N:10]2[CH2:14][CH:13]([C:15]([OH:17])=O)[N:12]([CH:18]3[CH2:23][CH2:22][CH2:21][CH2:20][CH2:19]3)[C:11]2=[O:24])(=[O:9])=[O:8])[CH:6]=[CH:5][CH:4]=[CH:3][CH:2]=1.[CH3:25][C@@H:26]1[NH:31][CH2:30][CH2:29][N:28]([C:32]2[C:37]([C:38]([F:41])([F:40])[F:39])=[CH:36][CH:35]=[CH:34][N:33]=2)[CH2:27]1>>[C:1]1([S:7]([N:10]2[CH2:14][CH:13]([C:15]([N:31]3[CH2:30][CH2:29][N:28]([C:32]4[C:37]([C:38]([F:41])([F:39])[F:40])=[CH:36][CH:35]=[CH:34][N:33]=4)[CH2:27][C@@H:26]3[CH3:25])=[O:17])[N:12]([CH:18]3[CH2:23][CH2:22][CH2:21][CH2:20][CH2:19]3)[C:11]2=[O:24])(=[O:8])=[O:9])[CH:6]=[CH:5][CH:4]=[CH:3][CH:2]=1. Procedure details: In analogy to example 73, (RS)-1-benzenesulfonyl-3-cyclohexyl-2-oxo-imidazolidine-4-carboxylic acid (example 39, step 4) was converted to the acid chloride and subsequently reacted with (S)-3-methyl-1-(3-trifluoromethyl-pyridin-2-yl)-piperazine to give the title compound as a colorless solid. MS: 580.3 ([M+H]+) Reactants: O=C1NCCc2cc3c(cc21)OCO3, ClCC1CCCN(CCCc2cccnc2)C1. Yields the product O=C1c2cc3c(cc2CCN1CC1CCCN(CCCc2cccnc2)C1)OCO3, Cl. RXN SMILES: [CH2:1]1[O:2][c:3]2[cH:4][c:5]3[c:10]([cH:11][c:12]2[O:13]1)[C:9](=[O:14])[NH:8][CH2:7][CH2:6]3.[Cl:15][CH2:16][CH:17]1[CH2:18][N:19]([CH2:23][CH2:24][CH2:25][c:26]2[cH:27][n:28][cH:29][cH:30][cH:31]2)[CH2:20][CH2:21][CH2:22]1>>[CH2:1]1[O:2][c:3]2[cH:4][c:5]3[c:10]([cH:11][c:12]2[O:13]1)[C:9](=[O:14])[N:8]([CH2:16][CH:17]1[CH2:18][N:19]([CH2:23][CH2:24][CH2:25][c:26]2[cH:27][n:28][cH:29][cH:30][cH:31]2)[CH2:20][CH2:21][CH2:22]1)[CH2:7][CH2:6]3.[ClH:15].